Task: describe an organic reaction: reactants, conditions, products, and yield. Dataset: the Open Reaction Database (ORD), a public repository of structured organic reaction records Starting materials: CC1=NC2=CC=CC=C2C(N1C1=CC=C(C=C1)OC1CCNCC1)=O (2-methyl-3-[4-(4-piperidinyloxy)phenyl]-4(3H)-quinazolinone), C(C)I (ethyl iodide), C([O-])([O-])=O.[K+].[K+] (potassium carbonate). Solvent: CN(C=O)C (dimethylformamide). Conditions: time 1 hour. Yields the product C(C)N1CCC(CC1)OC1=CC=C(C=C1)N1C(=NC2=CC=CC=C2C1=O)C (3-{4-(1-ethyl-4-piperidinyloxy)phenyl}-2-methyl-4(3H)-quinazolinone). The yield is 45.9%. Reaction SMILES: [CH3:1][C:2]1[N:11]([C:12]2[CH:17]=[CH:16][C:15]([O:18][CH:19]3[CH2:24][CH2:23][NH:22][CH2:21][CH2:20]3)=[CH:14][CH:13]=2)[C:10](=[O:25])[C:9]2[C:4](=[CH:5][CH:6]=[CH:7][CH:8]=2)[N:3]=1.[CH2:26](I)[CH3:27].C(=O)([O-])[O-].[K+].[K+]>CN(C)C=O>[CH2:26]([N:22]1[CH2:23][CH2:24][CH:19]([O:18][C:15]2[CH:14]=[CH:13][C:12]([N:11]3[C:10](=[O:25])[C:9]4[C:4](=[CH:5][CH:6]=[CH:7][CH:8]=4)[N:3]=[C:2]3[CH3:1])=[CH:17][CH:16]=2)[CH2:20][CH2:21]1)[CH3:27] |f:2.3.4|. Procedure: 2-methyl-3-[4-(4-piperidinyloxy)phenyl]-4(3H)-quinazolinone (50 mg, 0.15 mmol), ethyl iodide (23 mg, 0.15 mmol) and potassium carbonate (0.30 mmol) were mixed in dimethylformamide (1 mL), and stirred at room temperature for 1 hour. The solvent was distilled off under reduced pressure, ethyl acetate and 1N sodium hydroxide aqueous solution was added, and the mixture was extracted with ethyl acetate. The organic phase was washed with distilled water, dried with anhydrous sodium sulfate, and the pr... The reactants are C1(CC1)CO[C@@H]1COC[C@H]1NC=1C(N(C(=CN1)Cl)CC(=O)OCC)=O (3-(trans-3-Cyclopropylmethoxytetrahydrofuran-4-ylamino)-6-chloro-1-ethoxycarbonylmethylpyrazinone), [OH-].[Na+] (NaOH), solution, Cl (HCl), solution. Solvent: CCO (EtOH). The product is C1(CC1)CO[C@@H]1COC[C@H]1NC=1C(N(C(=CN1)Cl)CC(=O)O)=O (3-(trans-3-Cyclopropylmethoxytetrahydrofuran-4-ylamino)-6-chloro-1-carboxymethylpyrazinone). RXN SMILES: [CH:1]1([CH2:4][O:5][C@H:6]2[C@H:10]([NH:11][C:12]3[C:13](=[O:25])[N:14]([CH2:19][C:20]([O:22]CC)=[O:21])[C:15]([Cl:18])=[CH:16][N:17]=3)[CH2:9][O:8][CH2:7]2)[CH2:3][CH2:2]1.[OH-].[Na+].Cl>CCO>[CH:1]1([CH2:4][O:5][C@H:6]2[C@H:10]([NH:11][C:12]3[C:13](=[O:25])[N:14]([CH2:19][C:20]([OH:22])=[O:21])[C:15]([Cl:18])=[CH:16][N:17]=3)[CH2:9][O:8][CH2:7]2)[CH2:3][CH2:2]1 |f:1.2|. Procedure: To a stirred solution of 3-(trans-3-cyclopropylmethoxytetrahydrofuran-4-ylamino)-6-chloro-1-ethoxycarbonylmethylpyrazinone from step 6 above (0.5 g, 1.3 mmol) and aqueous NaOH (0.65 mL of a 4.0 N solution, 2.6 mmol) in EtOH (7 mL) was stirred at ambient temperature for 18 h. Aqueous HCl (0.43 mL of a 6.0 N solution, 2.6 mmol) was added and the solvents were removed in vacuo. The residue was partitioned between CH2Cl2 and water. The organic phase was separated, dried over MgSO4, filtered and the ... Reactants: CN1N=C2N(CCCC2=C1C(C)=O)C1=C(C=C(C=C1C)C)C (1-[2-methyl-7-(2,4,6-trimethyl-phenyl)-4,5,6,7-tetrahydro-2H-pyrazolo[3,4-b]pyridine-3-yl]ethanone), Cl.O(C)N (methoxylamine hydrochloride), C([O-])([O-])=O.[K+].[K+] (potassium carbonate). The solvent is C(C)O (ethanol). Reaction conditions: temperature 75 celsius. Yields the product CON=C(C)C=1N(N=C2N(CCCC21)C2=C(C=C(C=C2C)C)C)C (1-[2-methyl-7-(2,4,6-trimethyl-phenyl)-4,5,6,7-tetrahydro-2H-pyrazol[3,4-b]pyridine-3-yl]ethanone O-methyl-oxime). Isolated yield 45.7%. As a reaction SMILES: [CH3:1][N:2]1[C:10]([C:11](=O)[CH3:12])=[C:9]2[C:4]([N:5]([C:14]3[C:19]([CH3:20])=[CH:18][C:17]([CH3:21])=[CH:16][C:15]=3[CH3:22])[CH2:6][CH2:7][CH2:8]2)=[N:3]1.Cl.[O:24]([NH2:26])[CH3:25].C(=O)([O-])[O-].[K+].[K+]>C(O)C>[CH3:25][O:24][N:26]=[C:11]([C:10]1[N:2]([CH3:1])[N:3]=[C:4]2[C:9]=1[CH2:8][CH2:7][CH2:6][N:5]2[C:14]1[C:15]([CH3:22])=[CH:16][C:17]([CH3:21])=[CH:18][C:19]=1[CH3:20])[CH3:12] |f:1.2,3.4.5|. Procedure: A mixture of 1-[2-methyl-7-(2,4,6-trimethyl-phenyl)-4,5,6,7-tetrahydro-2H-pyrazolo[3,4-b]pyridine-3-yl]ethanone (20 mg, 0.067 mmol), methoxylamine hydrochloride (12 mg, 0.148 mmol), and pulverized potassium carbonate (39 mg, 0.26 mmol) in 2 mL of 95% ethanol was heated at 75° C. under an atmosphere of nitrogen for 1 hr. The solvent was evaporated, the residue was treated with 50 ml of ethyl acetate, washed with brine, dried over magnesium sulfate, and evaporated to dryness. The residue was purif... Starting materials: C(C=C)NC(=O)C=1SC=CC1C1=C(C=C(C=C1)Cl)Cl (N-allyl-3-(2,4-dichlorophenyl)thiophene-2-carboxamide), C(Cl)Cl (DCM), P(Cl)(Cl)(Cl)(Cl)Cl (phosphorus pentachloride), Cl (hydrochloric acid), COC(CN)OC (aminoacetaldehyde dimethyl acetal), Cl (hydrochloric acid), O1CCOCC1 (1,4-dioxane). The reagents and catalysts are O1CCOCC1 (1,4-dioxane). Conditions: temperature 60 celsius, time 8 hour. The product is C(C=C)N1C(=NC=C1)C=1SC=CC1C1=C(C=C(C=C1)Cl)Cl (1-allyl-2-[3-(2,4-dichlorophenyl)-2-thienyl]-1H-imidazole). Isolated yield 77.2%. As a reaction SMILES: [CH2:1]([NH:4][C:5]([C:7]1[S:8][CH:9]=[CH:10][C:11]=1[C:12]1[CH:17]=[CH:16][C:15]([Cl:18])=[CH:14][C:13]=1[Cl:19])=O)[CH:2]=[CH2:3].C(Cl)Cl.P(Cl)(Cl)(Cl)(Cl)Cl.Cl.CO[CH:32](OC)[CH2:33][NH2:34].O1CCOCC1>O1CCOCC1>[CH2:1]([N:4]1[CH:32]=[CH:33][N:34]=[C:5]1[C:7]1[S:8][CH:9]=[CH:10][C:11]=1[C:12]1[CH:17]=[CH:16][C:15]([Cl:18])=[CH:14][C:13]=1[Cl:19])[CH:2]=[CH2:3]. Procedure: To a solution of N-allyl-3-(2,4-dichlorophenyl)thiophene-2-carboxamide (8.60 g, 27.5 mmol) in DCM (309 mL, 4820 mmol) was added phosphorus pentachloride (6.54 g, 31.4 mmol) and 4 M hydrochloric acid in 1,4-dioxane (0.51 mL, 2.00 mmol) and the mixture was heated to 60° C. for 2 hrs. The reaction was cooled to room temperature and aminoacetaldehyde dimethyl acetal (33.9 mL, 311 mmol) was slowly added. The resulting mixture was heated at 60° C. for 2.5 hrs. To the reaction mixture was added 4 M hyd... Reactants: dextrin, N1[C@H](C(=O)O)CCC1 (proline), amino acids, amino acids, N[C@@H](CC(N)=O)C(=O)O (asparagine), amino acids, N[C@@H](CC(=O)O)C(=O)O (aspartic acid), N[C@@H](C)C(=O)O (alanine), C([C@@H]1[C@H]([C@@H]([C@H]([C@H](O1)O[C@]2([C@H]([C@@H]([C@H](O2)CO)O)O)CO)O)O)O)O (sucrose), amino acids, amino acids, N[C@@H](CO)C(=O)O (serine), salt, amino acids. Reagents/catalysts: [Cl-].OCC[N+](C)(C)C (choline chloride). Yields the product N[C@@H](CCC(N)=O)C(=O)O (Glutamine). RXN SMILES: C(O)[C@H]1O[C@H](O[C@]2(CO)O[C@H](CO)[C@@H](O)[C@@H]2O)[C@H](O)[C@@H](O)[C@@H]1O.[NH2:24][C@H:25]([C:27]([OH:29])=[O:28])[CH3:26].N[C@H](C(O)=O)[CH2:32][C:33](=[O:35])[NH2:34].N[C@H](C(O)=O)CC(O)=O.N1CCC[C@H]1C(O)=O.N[C@H](C(O)=O)CO>[Cl-].OCC[N+](C)(C)C>[NH2:24][C@H:25]([C:27]([OH:29])=[O:28])[CH2:26][CH2:32][C:33](=[O:35])[NH2:34] |f:6.7|. Procedure: The defined oral diets contained 427 calories/100 g and included 0.2% (w/w) choline chloride, 10% corn oil, 46.9% dextrin-white, 23.4% sucrose., 5% salt mixture, 0.5% vitamin mixture. Both diets consisted of 14% amino acids, including 7.17% total essential amino acids and 6.83% total non-essential amino acids. The diet lacking GLN (-GLN) contained 0.937% each of alanine, asparagine, aspartic acid, proline and serine. The GLN-enriched diet (+GLN) contained 0.237% of these amino acids and 3.5% GLN... Starting materials: crude product, COC1=CC=C(CN(C2=NC=C(C=N2)C=2C3=C(N=C(N2)N2CCOCC2)N(CC3)C3=CC=C(C=C3)CN3CCOCC3)CC3=CC=C(C=C3)OC)C=C1 (bis-(4-methoxy-benzyl)-{5-[2-morpholin-4-yl-7-(4-morpholin-4-ylmethyl-phenyl)-6,7-dihydro-5H-pyrrolo[2,3-d]pyrimidin-4-yl]-pyrimidin-2-yl}-amine), COC1=CC=C(CN(C2=NC=C(C=N2)C=2C3=C(N=C(N2)N2CCOCC2)N(CC3)C3=CC=C(C=O)C=C3)CC3=CC=C(C=C3)OC)C=C1 (4-(4-{2-[bis-(4-methoxy-benzyl)-amino]-pyrimidin-5-yl}-2-morpholin-4-yl-5,6-dihydro-pyrrolo[2,3-d]pyrimidin-7-yl)-benzaldehyde), N1CCOCC1 (morpholine). The product is N1(CCOCC1)C=1N=C(C2=C(N1)N(CC2)C2=CC=C(C=C2)CN2CCOCC2)C=2C=NC(=NC2)N (5-[2-Morpholin-4-yl-7-(4-morpholin-4-ylmethyl-phenyl)-6,7-dihydro-5H-pyrrolo[2,3-d]pyrimidin-4-yl]-pyrimidin-2-ylamine), powder. Yield: 50.0%. RXN SMILES: COC1C=CC(CN(CC2C=CC(OC)=CC=2)C2N=CC(C3C4CCN(C5C=CC(C=O)=CC=5)C=4N=C(N4CCOCC4)N=3)=CN=2)=CC=1.N1CCOCC1.COC1C=CC(C[N:62](CC2C=CC(OC)=CC=2)[C:63]2[N:68]=[CH:67][C:66]([C:69]3[C:70]4[CH2:83][CH2:82][N:81]([C:84]5[CH:89]=[CH:88][C:87]([CH2:90][N:91]6[CH2:96][CH2:95][O:94][CH2:93][CH2:92]6)=[CH:86][CH:85]=5)[C:71]=4[N:72]=[C:73]([N:75]4[CH2:80][CH2:79][O:78][CH2:77][CH2:76]4)[N:74]=3)=[CH:65][N:64]=2)=CC=1>>[N:75]1([C:73]2[N:74]=[C:69]([C:66]3[CH:67]=[N:68][C:63]([NH2:62])=[N:64][CH:65]=3)[C:70]3[CH2:83][CH2:82][N:81]([C:84]4[CH:89]=[CH:88][C:87]([CH2:90][N:91]5[CH2:92][CH2:93][O:94][CH2:95][CH2:96]5)=[CH:86][CH:85]=4)[C:71]=3[N:72]=2)[CH2:76][CH2:77][O:78][CH2:79][CH2:80]1. Procedure details: Using 4-(4-{2-[bis-(4-methoxy-benzyl)-amino]-pyrimidin-5-yl}-2-morpholin-4-yl-5,6-dihydro-pyrrolo[2,3-d]pyrimidin-7-yl)-benzaldehyde (70 mg) and morpholine (14 μl) instead of 1-methylpiperazine, in the same manner as Step B in Example 1-D-26, a crude product of bis-(4-methoxy-benzyl)-{5-[2-morpholin-4-yl-7-(4-morpholin-4-ylmethyl-phenyl)-6,7-dihydro-5H-pyrrolo[2,3-d]pyrimidin-4-yl]-pyrimidin-2-yl}-amine was obtained, and then the PMB groups were removed according to the above Deprotection method...